From a dataset of the Open Reaction Database (ORD), a public repository of structured organic reaction records. describe an organic reaction: reactants, conditions, products, and yield The reactants are C1CCOC1, CNC, Cc1ccc(S(=O)(=O)OCCOc2ccc3[nH]nc(S(=O)(=O)c4cccc5ccccc45)c3c2)cc1. The product is CN(C)CCOc1ccc2[nH]nc(S(=O)(=O)c3cccc4ccccc34)c2c1. RXN SMILES: [CH2:37]1[O:38][CH2:39][CH2:40][CH2:41]1.[CH3:42][NH:43][CH3:44].[c:1]1([S:11](=[O:12])(=[O:13])[c:14]2[n:15][nH:16][c:17]3[cH:18][cH:19][c:20]([O:23][CH2:24][CH2:25][O:26][S:27]([c:28]4[cH:29][cH:30][c:31]([CH3:32])[cH:33][cH:34]4)(=[O:35])=[O:36])[cH:21][c:22]23)[cH:2][cH:3][cH:4][c:5]2[cH:6][cH:7][cH:8][cH:9][c:10]12>>[c:1]1([S:11](=[O:12])(=[O:13])[c:14]2[n:15][nH:16][c:17]3[cH:18][cH:19][c:20]([O:23][CH2:24][CH2:25][N:43]([CH3:42])[CH3:44])[cH:21][c:22]23)[cH:2][cH:3][cH:4][c:5]2[cH:6][cH:7][cH:8][cH:9][c:10]12. The reactants are [Al+3], C1CCOC1, COc1cc2c(Oc3ccc4[nH]c(C)cc4c3F)ccnc2cc1OCC1(C(=O)N(C)C)CC1, [H-], [H-], [H-], [H-], [Li+]. Yields the product COc1cc2c(Oc3ccc4[nH]c(C)cc4c3F)ccnc2cc1OCC1(CN(C)C)CC1. RXN SMILES: [Al+3:36].[CH2:41]1[O:42][CH2:43][CH2:44][CH2:45]1.[F:1][c:2]1[c:3]2[cH:4][c:5]([CH3:34])[nH:6][c:7]2[cH:8][cH:9][c:10]1[O:11][c:12]1[cH:13][cH:14][n:15][c:16]2[cH:17][c:18]([O:24][CH2:25][C:26]3([C:29](=[O:30])[N:31]([CH3:32])[CH3:33])[CH2:27][CH2:28]3)[c:19]([O:22][CH3:23])[cH:20][c:21]12.[H-:35].[H-:38].[H-:39].[H-:40].[Li+:37]>>[F:1][c:2]1[c:3]2[cH:4][c:5]([CH3:34])[nH:6][c:7]2[cH:8][cH:9][c:10]1[O:11][c:12]1[cH:13][cH:14][n:15][c:16]2[cH:17][c:18]([O:24][CH2:25][C:26]3([CH2:29][N:31]([CH3:32])[CH3:33])[CH2:27][CH2:28]3)[c:19]([O:22][CH3:23])[cH:20][c:21]12. Starting materials: C(C(C)(C)C)(=O)OC[C@H](C1=C(C2=C(N=C(S2)C=2C=C3C(=NC2)C=NN3C)C=C1C)C1=CC=C(C=C1)Cl)OC(C)(C)C ((S)-2-tert-butoxy-2-(7-(4-chlorophenyl)-5-methyl-2-(1-methyl-1H-pyrazolo[4,3-b]pyridine-6-yl)benzo[d]thiazol-6-yl)ethyl pivalate), [OH-].[Na+] (NaOH). Run in C1CCOC1.CO (THF CH3OH). Run at temperature 45 celsius. Yields the product C(C)(C)(C)O[C@H](CO)C1=C(C2=C(N=C(S2)C=2C=C3C(=NC2)C=NN3C)C=C1C)C1=CC=C(C=C1)Cl ((S)-2-tert-butoxy-2-(7-(4-chlorophenyl)-5-methyl-2-(1-methyl-1H-pyrazolo[4,3-b]pyridin-6-yl)benzo[d]thiazol-6-yl)ethanol). RXN SMILES: C([O:7][CH2:8][C@@H:9]([O:37][C:38]([CH3:41])([CH3:40])[CH3:39])[C:10]1[C:28]([CH3:29])=[CH:27][C:13]2[N:14]=[C:15]([C:17]3[CH:18]=[C:19]4[N:25]([CH3:26])[N:24]=[CH:23][C:20]4=[N:21][CH:22]=3)[S:16][C:12]=2[C:11]=1[C:30]1[CH:35]=[CH:34][C:33]([Cl:36])=[CH:32][CH:31]=1)(=O)C(C)(C)C.[OH-].[Na+]>C1COCC1.CO>[C:38]([O:37][C@@H:9]([C:10]1[C:28]([CH3:29])=[CH:27][C:13]2[N:14]=[C:15]([C:17]3[CH:18]=[C:19]4[N:25]([CH3:26])[N:24]=[CH:23][C:20]4=[N:21][CH:22]=3)[S:16][C:12]=2[C:11]=1[C:30]1[CH:31]=[CH:32][C:33]([Cl:36])=[CH:34][CH:35]=1)[CH2:8][OH:7])([CH3:41])([CH3:39])[CH3:40] |f:1.2,3.4|. Reported procedure: To a solution of (S)-2-tert-butoxy-2-(7-(4-chlorophenyl)-5-methyl-2-(1-methyl-1H-pyrazolo[4,3-b]pyridine-6-yl)benzo[d]thiazol-6-yl)ethyl pivalate: (68 mg, 0.115 mmol) in THF/CH3OH (1.5 mL/1.5 mL) was added 2N NaOH (0.57 mL, 1.15 mmol). The reaction mixture was heated at 45° C. for 2 h and cooled to rt. The reaction solution is quenched with saturated ammonium chloride solution and extracted with ethyl acetate. The organic solution is washed with water, brine, dried and concentrated to give crude... The reactants are C(C)(C)(C)OC(=O)N1CCC(=CC1)C1=CC=C2C=NNC2=C1 (4-(1H-indazol-6-yl)-3,6-dihydro-2H-pyridine-1-carboxylic acid tert-butyl ester), II (iodine), [OH-].[K+] (KOH), [O-]S(=O)(=S)[O-].[Na+].[Na+] (Na2S2O3). RXN SMILES: [C:1]([O:5][C:6]([N:8]1[CH2:13][CH:12]=[C:11]([C:14]2[CH:22]=[C:21]3[C:17]([CH:18]=[N:19][NH:20]3)=[CH:16][CH:15]=2)[CH2:10][CH2:9]1)=[O:7])([CH3:4])([CH3:3])[CH3:2].[I:23]I.[OH-].[K+].[O-]S([O-])(=S)=O.[Na+].[Na+]>CN(C=O)C>[C:1]([O:5][C:6]([N:8]1[CH2:9][CH:10]=[C:11]([C:14]2[CH:22]=[C:21]3[C:17]([C:18]([I:23])=[N:19][NH:20]3)=[CH:16][CH:15]=2)[CH2:12][CH2:13]1)=[O:7])([CH3:4])([CH3:2])[CH3:3] |f:2.3,4.5.6|. Reported procedure: A solution of 4-(1H-indazol-6-yl)-3,6-dihydro-2H-pyridine-1-carboxylic acid tert-butyl ester (9.70 g, 3.24 mmol) in DMF (32 mL) at room temperature was treated with iodine (1.23 g, 4.86 mmol) and KOH (grounded, 454 mg, 8.1 mmol). The resulting mixture was stirred at room temperature for 40 min, then treated with saturated Na2S2O3 aqueous solution. The resulting mixture was then extracted with EtOAc (3×). The combined extracts were washed with brine and dried over Na2SO4. The resulting mixture wa... Solvent: CN(C)C=O (DMF). The product is C(C)(C)(C)OC(=O)N1CCC(=CC1)C1=CC=C2C(=NNC2=C1)I (4-(3-Iodo-1H-indazol-6-yl)-3,6-dihydro-2H-pyridine-1-carboxylic acid tert-butyl ester). Run at time 40 minute. The reactants are NC1=C(N=C(S1)C1=C(C=CC=C1F)F)C(=O)NC=1C=NN(C1N1CCC(CC2(CCO2)C1)N)C (5-amino-N-[5-(6-amino-1-oxa-9-azaspiro[3.6]decan-9-yl)-1-methyl-pyrazol-4-yl]-2-(2,6-difluorophenyl)thiazole-4-carboxamide), C=C1C[C@H](CCN(C1)C=1N(N=CC1[N+](=O)[O-])C)NC(OC(C)(C)C)=O (tert-butyl N-[(4R)-6-methylene-1-(2-methyl-4-nitro-pyrazol-3-yl)azepan-4-yl]carbamate). Yields the product NC1=C(N=C(S1)C1=C(C=CC=C1F)F)C(=O)NC=1C=NN(C1N1CC(CC(CC1)N)C)C (5-amino-N-[5-(5-amino-3-methyl-azepan-1-yl)-1-methyl-pyrazol-4-yl]-2-(2,6-difluorophenyl)thiazole-4-carboxamide). Reaction SMILES: [NH2:1][C:2]1[S:6][C:5]([C:7]2[C:12]([F:13])=[CH:11][CH:10]=[CH:9][C:8]=2[F:14])=[N:4][C:3]=1[C:15]([NH:17][C:18]1[CH:19]=[N:20][N:21]([CH3:34])[C:22]=1[N:23]1[CH2:32][C:28]2(OC[CH2:29]2)[CH2:27][CH:26]([NH2:33])[CH2:25][CH2:24]1)=[O:16].C=C1CN(C2N(C)N=CC=2[N+]([O-])=O)CC[C@H](NC(=O)OC(C)(C)C)C1>>[NH2:1][C:2]1[S:6][C:5]([C:7]2[C:12]([F:13])=[CH:11][CH:10]=[CH:9][C:8]=2[F:14])=[N:4][C:3]=1[C:15]([NH:17][C:18]1[CH:19]=[N:20][N:21]([CH3:34])[C:22]=1[N:23]1[CH2:24][CH2:25][CH:26]([NH2:33])[CH2:27][CH:28]([CH3:29])[CH2:32]1)=[O:16]. Reported procedure: In the preparation of 448, tert-butyl N-[(4R)-6-methylene-1-(2-methyl-4-nitro-pyrazol-3-yl)azepan-4-yl]carbamate was converted to 453. 1H NMR (400 MHz, DMSO) δ 8.65 (s, 1H), 8.41 (s, 1H), 7.61-7.43 (m, 4H), 7.28 (td, J=8.8, 2.0 Hz, 2H), 3.66 (d, J=3.0 Hz, 4H), 3.33-3.01 (m, 3H), 2.96-2.77 (m, 2H), 2.19-1.58 (m, 4H), 1.49 (dd, J=24.1, 11.2 Hz, 1H), 0.86 (dd, J=15.5, 6.8 Hz, 3H). LCMS (ES+) m/z 462 (M+1) Starting materials: N[C@H]1[C@@H](CCCC1)N (trans-1,2-diamino cyclohexane), P(=O)([O-])([O-])[O-].[K+].[K+].[K+] (potassium phosphate), CC1=C(C=NC=C1)N1C(NCC1)=O (1-(4-methyl-pyridin-3-yl)-imidazolidin-2-one), BrC=1SC(=CC1)C (2-bromo-5-methylthiophene). The reagents and catalysts are [Cu](I)I (Copper iodide). The solvent is C(Cl)(Cl)Cl (chloroform), O1CCOCC1 (1,4-Dioxane), CO (MeOH). Reaction conditions: temperature 110 celsius. Yields the product CC1=C(C=NC=C1)N1C(N(CC1)C=1SC(=CC1)C)=O (1-(4-methyl-pyridin-3-yl)-3-(5-methyl-thiophen-2-yl)-imidazolidin-2-one). The yield is 74.0%. RXN SMILES: N[C@@H]1CCCC[C@H]1N.P([O-])([O-])([O-])=O.[K+].[K+].[K+].[CH3:17][C:18]1[CH:23]=[CH:22][N:21]=[CH:20][C:19]=1[N:24]1[CH2:28][CH2:27][NH:26][C:25]1=[O:29].Br[C:31]1[S:32][C:33]([CH3:36])=[CH:34][CH:35]=1>C(Cl)(Cl)Cl.[Cu](I)I.CO.O1CCOCC1>[CH3:17][C:18]1[CH:23]=[CH:22][N:21]=[CH:20][C:19]=1[N:24]1[CH2:28][CH2:27][N:26]([C:31]2[S:32][C:33]([CH3:36])=[CH:34][CH:35]=2)[C:25]1=[O:29] |f:1.2.3.4|. Reported procedure: Copper iodide (16 mg, 0.084 mmol), trans-1,2-diamino cyclohexane (28.8 mg, 0.25 mmol) and potassium phosphate (445 mg, 2.1 mmol) were added to 1,4-Dioxane (10 mL) previously degassed with argon (10 minutes). The reaction mixture was purged with argon for a further 10 minutes, followed by the addition of 1-(4-methyl-pyridin-3-yl)-imidazolidin-2-one (I-14b: 150 mg, 0.84 mmol) and 2-bromo-5-methylthiophene (150 mg, 0.84 mmol). The resulting mixture was heated to reflux at 110° C. for 4 hours. The r... Reactants: [N+](=O)([O-])C1=C2C=NNC2=CC=C1 (4-nitro-1H-indazole), ICC (iodoethane). The product is C(C)N1N=CC=2C(=CC=CC12)N (1-ethyl-1H-indazol-4-amine). RXN SMILES: [N+:1]([C:4]1[CH:12]=[CH:11][CH:10]=[C:9]2[C:5]=1[CH:6]=[N:7][NH:8]2)([O-])=O.I[CH2:14][CH3:15]>>[CH2:14]([N:8]1[C:9]2[CH:10]=[CH:11][CH:12]=[C:4]([NH2:1])[C:5]=2[CH:6]=[N:7]1)[CH3:15]. Reported procedure: In accordance with Example 68 (Step 2), 4-nitro-1H-indazole was used instead of 4-nitro-1H-indole, and iodoethane was used instead of (S)-tetrahydrofuran-3-yl methanesulfonate to obtain 1-ethyl-1H-indazol-4-amine.